This data is from the Open Reaction Database (ORD), a public repository of structured organic reaction records. The task is: describe an organic reaction: reactants, conditions, products, and yield Reactants: N#Cc1ccc(CBr)cc1, O=C([O-])[O-], CN(C)C=O, O=C1NCCCCC1NS(=O)(=O)c1ccc(Cl)cc1, [I-], [K+], [K+], [K+]. The product is N#Cc1ccc(CN(C2CCCCNC2=O)S(=O)(=O)c2ccc(Cl)cc2)cc1. Reaction SMILES: [Br:20][CH2:21][c:22]1[cH:23][cH:24][c:25]([C:26]#[N:27])[cH:28][cH:29]1.[C:30](=[O:31])([O-:32])[O-:33].[CH3:38][N:39]([CH3:40])[CH:41]=[O:42].[Cl:1][c:2]1[cH:3][cH:4][c:5]([S:8](=[O:9])(=[O:10])[NH:11][CH:12]2[C:13](=[O:19])[NH:14][CH2:15][CH2:16][CH2:17][CH2:18]2)[cH:6][cH:7]1.[I-:37].[K+:34].[K+:35].[K+:36]>>[Cl:1][c:2]1[cH:3][cH:4][c:5]([S:8](=[O:9])(=[O:10])[N:11]([CH:12]2[C:13](=[O:19])[NH:14][CH2:15][CH2:16][CH2:17][CH2:18]2)[CH2:21][c:22]2[cH:23][cH:24][c:25]([C:26]#[N:27])[cH:28][cH:29]2)[cH:6][cH:7]1. Reactants: COC(CC1=CC=C(C=C1)NCC(C=C)=O)=O ([4-(acryloylmethylamino)phenyl]acetic acid methyl ester), N1CCC(CC1)OC(NC1=C(C=CC=C1)C1=CC=CC=C1)=O (biphenyl-2-ylcarbamic acid piperidin-4-yl ester). Solvent: CCO (EtOH). Yields the product COC(CC1=CC=C(C=C1)NCC(CCN1CCC(CC1)OC(NC1=C(C=CC=C1)C1=CC=CC=C1)=O)=O)=O ([4-({3-[4-(Biphenyl-2-ylcarbamoyloxy)piperidin-1-yl]propionyl}methylamino)phenyl]acetic Acid Methyl Ester). Yield: 71.2%. Reaction SMILES: [CH3:1][O:2][C:3](=[O:17])[CH2:4][C:5]1[CH:10]=[CH:9][C:8]([NH:11][CH2:12][C:13](=[O:16])[CH:14]=[CH2:15])=[CH:7][CH:6]=1.[NH:18]1[CH2:23][CH2:22][CH:21]([O:24][C:25](=[O:39])[NH:26][C:27]2[CH:32]=[CH:31][CH:30]=[CH:29][C:28]=2[C:33]2[CH:38]=[CH:37][CH:36]=[CH:35][CH:34]=2)[CH2:20][CH2:19]1>CCO>[CH3:1][O:2][C:3](=[O:17])[CH2:4][C:5]1[CH:10]=[CH:9][C:8]([NH:11][CH2:12][C:13](=[O:16])[CH2:14][CH2:15][N:18]2[CH2:19][CH2:20][CH:21]([O:24][C:25](=[O:39])[NH:26][C:27]3[CH:32]=[CH:31][CH:30]=[CH:29][C:28]=3[C:33]3[CH:38]=[CH:37][CH:36]=[CH:35][CH:34]=3)[CH2:22][CH2:23]2)=[CH:7][CH:6]=1. Reported procedure: A stirred solution of [4-(acryloylmethylamino)phenyl]acetic acid methyl ester (˜22.3 mmol) and biphenyl-2-ylcarbamic acid piperidin-4-yl ester (6.61 g, 22.3 mmol) in EtOH (15.0 mL) was heated at reflux overnight. The reaction mixture was concentrated under reduced pressure and the residue was purified by silica gel chromatography (0-5% MeOH in DCM) to give the title compound (8.41 g, 71% yield, 2 steps) as a brown sticky solid.